From a dataset of the Open Reaction Database (ORD), a public repository of structured organic reaction records. describe an organic reaction: reactants, conditions, products, and yield Reactants: C1(CCCCC1)O (cyclohexanol), N1=CC=CC=C1 (pyridine), ClC(=O)OC1=CC=C(C=C1)[N+](=O)[O-] (4-nitrophenyl chloroformate). The solvent is C1CCOC1 (THF), C1CCOC1 (THF). Reaction conditions: time 5 minute. Yields the product C(OC1CCCCC1)(OC1=CC=C(C=C1)[N+](=O)[O-])=O (Cyclohexyl 4-nitrophenyl carbonate). Yield: 90.5%. Reaction SMILES: [CH:1]1([OH:7])[CH2:6][CH2:5][CH2:4][CH2:3][CH2:2]1.N1C=CC=CC=1.Cl[C:15]([O:17][C:18]1[CH:23]=[CH:22][C:21]([N+:24]([O-:26])=[O:25])=[CH:20][CH:19]=1)=[O:16]>C1COCC1>[C:15](=[O:16])([O:17][C:18]1[CH:19]=[CH:20][C:21]([N+:24]([O-:26])=[O:25])=[CH:22][CH:23]=1)[O:7][CH:1]1[CH2:6][CH2:5][CH2:4][CH2:3][CH2:2]1. Reported procedure: To a solution of cyclohexanol (1.0 g, 10 mmol) in THF (20 mL) at 0° C. was added pyridine (0.97 mL, 12 mmol). After 5 min stirring under N2, a solution of 4-nitrophenyl chloroformate (2.2 g, 11 mmol) in THF (15 mL) was added slowly. After addition, the reaction mixture was stirred at 0° C. for 30 min, and then at RT for 3 h. The precipitate was filtered, the filtrate was concentrated. The resulting residue was chromatographed (40 g silica gel) eluting with EtOAc (0-20%) in hexanes to give the ti... Starting materials: C(CCC)OC=1C=CC=2CN(CCOC2N1)C(=O)OC(C)(C)C (tert-butyl 8-butoxy-2,3-dihydropyrido[3,2-f][1,4]oxazepine-4(5H)-carboxylate), Cl.C(C)(=O)OCC (hydrogen chloride ethyl acetate). Conditions: time 3 hour. Yields the product Cl.C(CCC)OC=1C=CC=2CNCCOC2N1 (8-butoxy-2,3,4,5-tetrahydropyrido[3,2-f][1,4]oxazepine hydrochloride). The yield is 84.0%. RXN SMILES: [CH2:1]([O:5][C:6]1[CH:7]=[CH:8][C:9]2[CH2:10][N:11](C(OC(C)(C)C)=O)[CH2:12][CH2:13][O:14][C:15]=2[N:16]=1)[CH2:2][CH2:3][CH3:4].[ClH:24].C(OCC)(=O)C>>[ClH:24].[CH2:1]([O:5][C:6]1[CH:7]=[CH:8][C:9]2[CH2:10][NH:11][CH2:12][CH2:13][O:14][C:15]=2[N:16]=1)[CH2:2][CH2:3][CH3:4] |f:1.2,3.4|. Procedure details: A mixture of the compound obtained in step 1 (0.36 g) and 4N hydrogen chloride/ethyl acetate (3 mL) was stirred at room temperature for 3 hr. The precipitate was collected by filtration, and the aqueous layer was basified and extracted with ethyl acetate and aqueous sodium hydroxide solution. The organic layer was washed with saturated brine and dried, and the solvent was evaporated under reduced pressure. Ethyl acetate was added to the residue, and 4N hydrogen chloride/ethyl acetate was added. ... The reactants are C(#N)[BH3-].[Na+] (sodium cyanoborohydride), NC[C@H](O)C=1C=CC(=C(C1)NS(=O)(=O)C)O (N-[5-(2-amino-1-{R}-hydroxyethyl)-2-hydroxyphenyl]-methane-sulfonamide), C(C1=CC=CC=C1)OC([C@H](CC1=CC=CC=C1)NC(=O)NC1=CC=C(C=C1)S(=O)(=O)N1CCC(CC1)C=O)=O ((2S)-2-{3-[4-(4-formyl-piperidine-1-sulfonyl)-phenyl]-ureido}-3-phenyl-propionic acid benzyl ester), C(C)(=O)O (acetic acid), 4A. Run in CO (methanol). Reaction conditions: time 8 hour. Yields the product O[C@@H](CNCC1CCN(CC1)S(=O)(=O)C1=CC=C(NC(=O)N[C@H](C(=O)O)CC2=CC=CC=C2)C=C1)C1=CC(=C(C=C1)O)NS(=O)(=O)C ((2S)-2-[({4-[(4-{[((2R)-2-Hydroxy-2-{4-hydroxy-3-[(methylsulfonyl)-amino]-phenyl}-ethyl)amino]methyl}piperidin-1-yl)sulfonyl]anilino}carbonyl)-amino]-3-phenylpropanoic Acid). The yield is 13.4%. RXN SMILES: [NH2:1][CH2:2][C@@H:3]([C:5]1[CH:6]=[CH:7][C:8]([OH:16])=[C:9]([NH:11][S:12]([CH3:15])(=[O:14])=[O:13])[CH:10]=1)[OH:4].C([O:24][C:25](=[O:55])[C@@H:26]([NH:34][C:35]([NH:37][C:38]1[CH:43]=[CH:42][C:41]([S:44]([N:47]2[CH2:52][CH2:51][CH:50]([CH:53]=O)[CH2:49][CH2:48]2)(=[O:46])=[O:45])=[CH:40][CH:39]=1)=[O:36])[CH2:27][C:28]1[CH:33]=[CH:32][CH:31]=[CH:30][CH:29]=1)C1C=CC=CC=1.C(O)(=O)C.C([BH3-])#N.[Na+]>CO>[OH:4][C@H:3]([C:5]1[CH:6]=[CH:7][C:8]([OH:16])=[C:9]([NH:11][S:12]([CH3:15])(=[O:14])=[O:13])[CH:10]=1)[CH2:2][NH:1][CH2:53][CH:50]1[CH2:51][CH2:52][N:47]([S:44]([C:41]2[CH:42]=[CH:43][C:38]([NH:37][C:35]([NH:34][C@@H:26]([CH2:27][C:28]3[CH:29]=[CH:30][CH:31]=[CH:32][CH:33]=3)[C:25]([OH:55])=[O:24])=[O:36])=[CH:39][CH:40]=2)(=[O:46])=[O:45])[CH2:48][CH2:49]1 |f:3.4|. Procedure details: A solution of N-[5-(2-amino-1-{R}-hydroxyethyl)-2-hydroxyphenyl]-methane-sulfonamide (0.320 g, 1.3 mmol), (2S)-2-{3-[4-(4-formyl-piperidine-1-sulfonyl)-phenyl]-ureido}-3-phenyl-propionic acid benzyl ester (1.3 mmol) and glacial acetic acid (0.074 g, 1.3 mmol) in 5 mL methanol was stirred for 1 hour over 4A molecular sieves. In one portion sodium cyanoborohydride (0.086 g, 1.3 mmol) was added and the mixture stirred overnight at ambient temperature. The sieves were filtered and the filtrate was p... Starting materials: O1C(=NC2=C1C=CC=C2)C=2C=CC(=C(N)C2)NC2CCOCC2 (5-(benzoxazol-2-yl)-2-(tetrahydropyran-4-yl)aminoaniline), ClC=1C=C(C=O)C=CC1 (m-chlorobenzaldehyde), OOS(=O)[O-].[K+] (oxone), C([O-])([O-])=O.[K+].[K+] (potassium carbonate). Solvent: CN(C=O)C (dimethylformamide). Conditions: time 2 hour. Product: O1C(=NC2=C1C=CC=C2)C2=CC1=C(N(C(=N1)C1=CC(=CC=C1)Cl)C1CCOCC1)C=C2 (5-(benzoxazol-2-yl)-2-(3-chlorophenyl)-1-(tetrahydropyran-4-yl)benzimidazole). The yield is 94.0%. Reaction SMILES: [O:1]1[C:5]2[CH:6]=[CH:7][CH:8]=[CH:9][C:4]=2[N:3]=[C:2]1[C:10]1[CH:11]=[CH:12][C:13]([NH:17][CH:18]2[CH2:23][CH2:22][O:21][CH2:20][CH2:19]2)=[C:14]([CH:16]=1)[NH2:15].[Cl:24][C:25]1[CH:26]=[C:27]([CH:30]=[CH:31][CH:32]=1)[CH:28]=O.OOS([O-])=O.[K+].C(=O)([O-])[O-].[K+].[K+]>CN(C)C=O>[O:1]1[C:5]2[CH:6]=[CH:7][CH:8]=[CH:9][C:4]=2[N:3]=[C:2]1[C:10]1[CH:11]=[CH:12][C:13]2[N:17]([CH:18]3[CH2:23][CH2:22][O:21][CH2:20][CH2:19]3)[C:28]([C:27]3[CH:30]=[CH:31][CH:32]=[C:25]([Cl:24])[CH:26]=3)=[N:15][C:14]=2[CH:16]=1 |f:2.3,4.5.6|. Procedure details: To a solution of 5-(benzoxazol-2-yl)-2-(tetrahydropyran-4-yl)aminoaniline (see Working Example 20-2) (150 mg, 0.485 mmol) in dimethylformamide (3 mL) was added m-chlorobenzaldehyde (81.8 mg, 0.582 mmol) and oxone (179 mg, 0.291 mmol), and this was stirred at room temperature for 2 hours. After the reaction was complete, aqueous potassium carbonate solution was added, and after this was filtered and washed with water, drying yielded the title compound (196 mg, 94% yield) as colorless crystals. Reactants: CS(C)=O, [Cu]I, COc1ccc(Cn2nc(I)c3c(Oc4ccc(NC(=O)c5ccnn(-c6ccc(F)cc6)c5=O)cc4F)ccnc32)cc1, [K+], [K+], CC(C)(C)OC(=O)N1CCC(N)C1, O=C(O)C1CCCN1, O=C([O-])[O-]. Product: COc1ccc(Cn2nc(NC3CCN(C(=O)OC(C)(C)C)C3)c3c(Oc4ccc(NC(=O)c5ccnn(-c6ccc(F)cc6)c5=O)cc4F)ccnc32)cc1. Reaction SMILES: [CH3:74][S:75]([CH3:76])=[O:77].[Cu:72][I:73].[F:1][c:2]1[cH:3][c:4]([NH:28][C:29](=[O:30])[c:31]2[c:32](=[O:44])[n:33](-[c:37]3[cH:38][cH:39][c:40]([F:43])[cH:41][cH:42]3)[n:34][cH:35][cH:36]2)[cH:5][cH:6][c:7]1[O:8][c:9]1[c:10]2[c:11]([n:12][cH:13][cH:14]1)[n:15]([CH2:19][c:20]1[cH:21][cH:22][c:23]([O:26][CH3:27])[cH:24][cH:25]1)[n:16][c:17]2[I:18].[K+:66].[K+:67].[NH2:45][CH:46]1[CH2:47][N:48]([C:51](=[O:52])[O:53][C:54]([CH3:55])([CH3:56])[CH3:57])[CH2:49][CH2:50]1.[NH:58]1[CH2:59][CH2:60][CH2:61][CH:62]1[C:63]([OH:64])=[O:65].[O-:68][C:69]([O-:70])=[O:71]>>[F:1][c:2]1[cH:3][c:4]([NH:28][C:29](=[O:30])[c:31]2[c:32](=[O:44])[n:33](-[c:37]3[cH:38][cH:39][c:40]([F:43])[cH:41][cH:42]3)[n:34][cH:35][cH:36]2)[cH:5][cH:6][c:7]1[O:8][c:9]1[c:10]2[c:11]([n:12][cH:13][cH:14]1)[n:15]([CH2:19][c:20]1[cH:21][cH:22][c:23]([O:26][CH3:27])[cH:24][cH:25]1)[n:16][c:17]2[NH:45][CH:46]1[CH2:47][N:48]([C:51](=[O:52])[O:53][C:54]([CH3:55])([CH3:56])[CH3:57])[CH2:49][CH2:50]1. Starting materials: [O-]CC.[Na+] (sodium ethoxide), [O-]CC.[Na+] (sodium ethoxide), C(=O)=O (carbon dioxide), Cl.ClCCN(CCCl)C(C)(C)C (N,N-bis(2-chloroethyl)-t-butylamine hydrochloride), N (ammonia), N (ammonia), N (ammonia). Solvent: C(C)O (ethanol), C(C)O (ethanol), C(C)OCC (diethyl ether), C(C)O (ethanol), C(C)O (ethanol). Run at temperature 60 celsius. Product: C(CCC)N1CCNCC1 (butylpiperazine). Reaction SMILES: [O-][CH2:2][CH3:3].[Na+].[NH3:5].Cl.Cl[CH2:8][CH2:9][N:10]([C:14]([CH3:17])(C)C)[CH2:11][CH2:12]Cl.C(=O)=O>C(O)C.C(OCC)C>[CH2:14]([N:10]1[CH2:9][CH2:8][NH:5][CH2:12][CH2:11]1)[CH2:17][CH2:2][CH3:3] |f:0.1,3.4|. Procedure: A solution (447 cc.) of sodium ethoxide in ethanol of concentration 1.34 moles per liter, followed by a solution (1,305 cc.) of ammonia in ethanol of concentration 4.6 moles per liter, are added to a suspension of N,N-bis(2-chloroethyl)-t-butylamine hydrochloride (140.7 g.) in ethanol (750 cc.). The reaction mixture is then heated at a temperature of about 60° C. for 1 hour, whilst keeping the ammonia refluxing by means of a condenser containing solid carbon dioxide. The ammonia is then allowed ... Starting materials: C1(=CC=CC=C1)CCC=O (3-phenylpropionaldehyde), N[C@@H](CS)C(=O)O (cysteine), C1CCOC1 (THF). Solvent: O (water). Conditions: time 1 hour. The product is C(C)(=O)N1C(SCC1C(=O)O)CCC1=CC=CC=C1 (N-acetyl-4-carboxy-2-(2-phenylethyl)thiazolidine). The yield is 90.0%. As a reaction SMILES: [C:1]1([CH2:7][CH2:8][CH:9]=O)[CH:6]=[CH:5][CH:4]=[CH:3][CH:2]=1.[NH2:11][C@H:12]([C:15]([OH:17])=[O:16])[CH2:13][SH:14].C1C[O:21][CH2:20][CH2:19]1>O>[C:20]([N:11]1[CH:12]([C:15]([OH:17])=[O:16])[CH2:13][S:14][CH:9]1[CH2:8][CH2:7][C:1]1[CH:2]=[CH:3][CH:4]=[CH:5][CH:6]=1)(=[O:21])[CH3:19]. Procedure details: A solution of 10 g of 3-phenylpropionaldehyde in THF was added to a solution of 10 g of cysteine in water. The resulting solution was stirred for 1 hour and then concentrated in vacuo. The precipitate was filtered off and washed with water and diethyl ether. The solid substance was dissolved in water which contained 12.5 g of potassium carbonate. 7.8 g of acetic anhydride were added at 0° C. and the resulting was stirred for 1 hour, after which the mixture was acidified to pH=2 with dilute sulph... Starting materials: C(=C)(C)C=1C=C(C=CC1)O (m-isopropenylphenol), N1=CC=CC=C1 (pyridine), C(C)(=O)OC(C)=O (acetic anhydride). Run in CCOCC (ether). Yields the product C(C)(=O)OC=1C=C(C=CC1)C(=C)C (m-acetoxyisopropenylbenzene). The yield is 94.6%. RXN SMILES: [C:1]([C:4]1[CH:5]=[C:6]([OH:10])[CH:7]=[CH:8][CH:9]=1)([CH3:3])=[CH2:2].N1C=CC=CC=1.[C:17](OC(=O)C)(=[O:19])[CH3:18]>CCOCC>[C:17]([O:10][C:6]1[CH:5]=[C:4]([C:1]([CH3:3])=[CH2:2])[CH:9]=[CH:8][CH:7]=1)(=[O:19])[CH3:18]. Reported procedure: 250 g (1.86 mol) m-isopropenylphenol and 15 mL (0.19 mol) pyridine were placed in a four-neck flask equipped with a stirrer, reflux condenser, addition funnel, and thermometer. While stirring with cooling on a water bath, 200 mL (2.12 mol) acetic anhydride was dripped in. The reaction mixture was then diluted with ether and washed with water to neutrality. Drying and distillation afforded 310 g (1.76 mol) of the target material. The yield was 94%. The properties of this product are reported belo... Starting materials: C(c1ccc(s1)[Cl])=O, CC1=CN=C(C=C1)N, [C-]#[N+]C1CCCCC1. Reagents/catalysts: O=C(O)C(F)(F)F (trifluoroacetic acid). The solvent is CC(C)O (isopropyl alcohol), CC(C)O (isopropylalcohol). Run at temperature 22 celsius, time 20 hour. Yields the product Cc1ccc2nc(c(NC3CCCCC3)n2c1)c1ccc(s1)[Cl]. Isolated yield 5.1%. As a reaction SMILES: CC1=CC=C(N)N=C1.[C-]#[N+]C1CCCCC1.ClC1=CC=C(S1)C=O>>CC1=CN2C(C=C1)=NC(C1=CC=C(Cl)S1)=C2NC1CCCCC1.